Dataset: the Open Reaction Database (ORD), a public repository of structured organic reaction records. Task: describe an organic reaction: reactants, conditions, products, and yield Reactants: B, O=C([O-])[O-], [K+], [K+], [Na+], C1CCOC1, C1CCOC1, [OH-], O, O=C(O)c1cccc(Sc2ccccc2)n1. Yields the product OCc1cccc(Sc2ccccc2)n1. As a reaction SMILES: [BH3:22].[C:31](=[O:32])([O-:33])[O-:34].[K+:35].[K+:36].[Na+:24].[O:17]1[CH2:18][CH2:19][CH2:20][CH2:21]1.[O:25]1[CH2:26][CH2:27][CH2:28][CH2:29]1.[OH-:23].[OH2:30].[c:1]1([S:7][c:8]2[cH:9][cH:10][cH:11][c:12]([C:14](=[O:15])[OH:16])[n:13]2)[cH:2][cH:3][cH:4][cH:5][cH:6]1>>[c:1]1([S:7][c:8]2[cH:9][cH:10][cH:11][c:12]([CH2:14][OH:15])[n:13]2)[cH:2][cH:3][cH:4][cH:5][cH:6]1. Reactants: [Al+3], COc1ccc2cc(-c3ccc(OCCN4CCCC4)cc3)sc2c1, [Cl-], [Cl-], [Cl-], ClCCCl, O=C(Cl)c1ccc(F)cc1. The product is COc1ccc2c(C(=O)c3ccc(F)cc3)c(-c3ccc(OCCN4CCCC4)cc3)sc2c1. As a reaction SMILES: [Al+3:27].[CH3:1][O:2][c:3]1[cH:4][cH:5][c:6]2[c:7]([s:8][c:9](-[c:11]3[cH:12][cH:13][c:14]([O:17][CH2:18][CH2:19][N:20]4[CH2:21][CH2:22][CH2:23][CH2:24]4)[cH:15][cH:16]3)[cH:10]2)[cH:25]1.[Cl-:26].[Cl-:28].[Cl-:29].[Cl:40][CH2:41][CH2:42][Cl:43].[F:30][c:31]1[cH:32][cH:33][c:34]([C:35](=[O:36])[Cl:37])[cH:38][cH:39]1>>[CH3:1][O:2][c:3]1[cH:4][cH:5][c:6]2[c:7]([s:8][c:9](-[c:11]3[cH:12][cH:13][c:14]([O:17][CH2:18][CH2:19][N:20]4[CH2:21][CH2:22][CH2:23][CH2:24]4)[cH:15][cH:16]3)[c:10]2[C:35]([c:34]2[cH:33][cH:32][c:31]([F:30])[cH:39][cH:38]2)=[O:36])[cH:25]1. The reactants are ClC=1N=NC(=CC1)N1CCNCC1 (3-Chloro-6-piperazinopyridazine), CC([O-])C.[Na+] (sodium isopropoxide), [Na] (sodium). Solvent: C(C)(C)O (isopropanol). Yields the product C(C)(C)OC=1N=NC(=CC1)N1CCNCC1 (3-isopropoxy-6-piperazinopyridazine). Reaction SMILES: Cl[C:2]1[N:3]=[N:4][C:5]([N:8]2[CH2:13][CH2:12][NH:11][CH2:10][CH2:9]2)=[CH:6][CH:7]=1.[CH3:14][CH:15]([CH3:17])[O-:16].[Na+].[Na]>C(O)(C)C>[CH:15]([O:16][C:2]1[N:3]=[N:4][C:5]([N:8]2[CH2:13][CH2:12][NH:11][CH2:10][CH2:9]2)=[CH:6][CH:7]=1)([CH3:17])[CH3:14] |f:1.2,^1:18|. Procedure details: 3-Chloro-6-piperazinopyridazine (4.0 g) [J. Med. Chem., 5, 541 (1963)] and sodium isopropoxide, prepared by addition of sodium (0.7 g) to dry isopropanol (70 ml), were heated in a bomb at 130°-140° C. for 10 hours. The solvent was evaporated in vacuo, the residue taken up in methylene chloride (300 ml) and the resulting solution washed with water (2×50 ml). The organic extract was dried (Na2SO4) and evaporated in vacuo to give 3-isopropoxy-6-piperazinopyridazine (3.3 g). A sample in ethyl acetat... Starting materials: P(Cl)(Cl)(Cl)(Cl)Cl (phosphorus pentachloride), NC1=NC(=NS1)/C(/C(=O)O)=N/OC (2-(5-amino-1,2,4-thiadiazol-3-yl)-2(Z)-methoxyiminoacetic acid). Solvent: C(Cl)Cl (methylene chloride). Conditions: temperature -20 celsius. The product is Cl.NC1=NC(=NS1)/C(/C(=O)Cl)=N/OC (2-(5-amino-1,2,4-thiadiazol-3-yl)-2(Z)-methoxyiminoacetyl chloride hydrochloride). Reaction SMILES: P(Cl)(Cl)(Cl)(Cl)[Cl:2].[NH2:7][C:8]1[S:12][N:11]=[C:10](/[C:13](=[N:17]/[O:18][CH3:19])/[C:14](O)=[O:15])[N:9]=1>C(Cl)Cl>[ClH:2].[NH2:7][C:8]1[S:12][N:11]=[C:10](/[C:13](=[N:17]/[O:18][CH3:19])/[C:14]([Cl:2])=[O:15])[N:9]=1 |f:3.4|. Procedure details: To a solution of 218 mg of phosphorus pentachloride in 3 ml of methylene chloride, 202 mg of 2-(5-amino-1,2,4-thiadiazol-3-yl)-2(Z)-methoxyiminoacetic acid is added under cooling at -20° C. with stirring and the mixture is stirred for half an hour at -20° C. and for two hours at -5° C. The reaction mixture in concentrated under reduced pressure and the residue is triturated with 10 ml of hexane. The precipitate is collected by filtration to give 2-(5-amino-1,2,4-thiadiazol-3-yl)-2(Z)-methoxyimin...